This data is from the Open Reaction Database (ORD), a public repository of structured organic reaction records. The task is: describe an organic reaction: reactants, conditions, products, and yield The reactants are C1(=CC=C(C=C1)C[C@H](C[C@](C(=O)O)(COC1OCCCC1)C)NC(=O)C=1N=NNC1)C1=CC=CC=C1 ((2S,4R)-5-Biphenyl-4-yl-2-methyl-2-(tetrahydropyran-2-yloxymethyl)-4-[(1H-1,2,3-triazole-4-carbonyl)amino]pentanoic acid), CC#N (MeCN), CCN(C(C)C)C(C)C (DIPEA), Cl (HCl), O1CCOCC1 (dioxane), C(Cl)Cl (DCM), C(C)(=O)Cl (acetyl chloride). Reaction conditions: time 10 minute. The product is C(C)(=O)OC[C@@](C(=O)O)(C[C@@H](CC1=CC=C(C=C1)C1=CC=CC=C1)NC(=O)C=1NN=NC1)C ((2S,4R)-2-Acetoxymethyl-5-biphenyl-4-yl-2-methyl-4-[(3H-[1,2,3]triazole-4-carbonyl)amino]pentanoic Acid). Yield: 4.4%. Reaction SMILES: [C:1]1([C:31]2[CH:36]=[CH:35][CH:34]=[CH:33][CH:32]=2)[CH:6]=[CH:5][C:4]([CH2:7][C@@H:8]([NH:23][C:24]([C:26]2[N:27]=[N:28][NH:29][CH:30]=2)=[O:25])[CH2:9][C@@:10]([CH3:22])([CH2:14][O:15][CH:16]2[CH2:21]CCC[O:17]2)[C:11]([OH:13])=[O:12])=[CH:3][CH:2]=1.Cl.O1CCOCC1.CC#N.C(Cl)Cl.C(Cl)(=O)C.CCN(C(C)C)C(C)C>>[C:16]([O:15][CH2:14][C@:10]([CH3:22])([CH2:9][C@H:8]([NH:23][C:24]([C:26]1[NH:27][N:28]=[N:29][CH:30]=1)=[O:25])[CH2:7][C:4]1[CH:5]=[CH:6][C:1]([C:31]2[CH:32]=[CH:33][CH:34]=[CH:35][CH:36]=2)=[CH:2][CH:3]=1)[C:11]([OH:13])=[O:12])(=[O:17])[CH3:21]. Reported procedure: (2S,4R)-5-Biphenyl-4-yl-2-methyl-2-(tetrahydropyran-2-yloxymethyl)-4-[(1H-1,2,3-triazole-4-carbonyl)amino]pentanoic acid (126 mg, 255 μmol) was combined with 4 M HCl in dioxane (191 mL, 765 μmol) in MeCN (0.7 mL, 10 mmol). The mixture was then concentrated under reduced pressure and the residue was purified by reverse phase chromatography. DCM (1 mL, 20 mmol) and acetyl chloride (24 mg, 306 μmol) were added, followed by DIPEA (133 mL, 765 μmol). The resulting mixture was stirred for 10 minutes. ... The reactants are NC1=C(C=C(C=C1)C1=CSC2=C1C(=NC=C2I)N)OC (3-(4-amino-3-methoxyphenyl)-7-iodothieno[3,2-c]pyridin-4-amine), N1(CCCC1)CC(=O)N (2-pyrrolidin-1-ylacetamide), P(=O)([O-])([O-])[O-].[K+].[K+].[K+] (potassium phosphate), [C@@H]1([C@@H](CCCC1)N)N (trans-Cyclohexane-1,2-diamine). Reagents/catalysts: [Cu]I (copper(I) iodide). Run in O1CCOCC1 (dioxane). Reaction conditions: temperature 110 celsius. Product: C(C)(=O)O.C(C)(=O)O.C(C)(=O)O.NC1=NC=C(C2=C1C(=CS2)C2=CC(=C(C=C2)N)OC)NC(CN2CCCC2)=O (N-[4-amino-3-(4-amino-3-methoxyphenyl)thieno[3,2-c]pyridin-7-yl]-2-pyrrolidin-1-ylacetamide triacetate salt), tri-acetate. Reaction SMILES: [NH2:1][C:2]1[CH:7]=[CH:6][C:5]([C:8]2[C:12]3[C:13]([NH2:18])=[N:14][CH:15]=[C:16](I)[C:11]=3[S:10][CH:9]=2)=[CH:4][C:3]=1[O:19][CH3:20].[N:21]1([CH2:26][C:27]([NH2:29])=[O:28])[CH2:25][CH2:24][CH2:23][CH2:22]1.P([O-])([O-])([O-])=[O:31].[K+].[K+].[K+].[C@@H]1(N)CCCC[C@H]1N>[Cu]I.O1CCOCC1>[C:3]([OH:19])(=[O:28])[CH3:4].[C:27]([OH:28])(=[O:31])[CH3:26].[C:3]([OH:19])(=[O:28])[CH3:4].[NH2:18][C:13]1[C:12]2[C:8]([C:5]3[CH:6]=[CH:7][C:2]([NH2:1])=[C:3]([O:19][CH3:20])[CH:4]=3)=[CH:9][S:10][C:11]=2[C:16]([NH:29][C:27](=[O:28])[CH2:26][N:21]2[CH2:25][CH2:24][CH2:23][CH2:22]2)=[CH:15][N:14]=1 |f:2.3.4.5,9.10.11.12|. Procedure details: A schlenck tube was charged with 3-(4-amino-3-methoxyphenyl)-7-iodothieno[3,2-c]pyridin-4-amine (199 mg, 0.5 mmol), 2-pyrrolidin-1-ylacetamide (0.6 mmol), copper(I) iodide (4.8 mg, 0.025 mmol), potassium phosphate (225 mg, 1.06 mmol). Evacuated under vacuum and back filled with nitrogen. trans-Cyclohexane-1,2-diamine (6.5 uL, 0.05 mmol) and dioxane (1 mL) was added. The reaction tube was sealed and heated at about 110° C. overnight. The solvent was removed and the crude product was purified by r... Reactants: NC1=NC(=NC2=NC=CN=C12)COCOC (4-amino-2-(methoxymethoxymethyl)pteridine), C(C)O (ethanol). Solvent: [OH-].[Na+] (sodium hydroxide). Yields the product COCOCC1=NC2=NC=CN=C2C(N1)=O (2-Methoxymethoxymethyl-4(3H)-pteridinone). Reaction SMILES: N[C:2]1[C:11]2[C:6](=[N:7][CH:8]=[CH:9][N:10]=2)[N:5]=[C:4]([CH2:12][O:13][CH2:14][O:15][CH3:16])[N:3]=1.C([OH:19])C>[OH-].[Na+]>[CH3:16][O:15][CH2:14][O:13][CH2:12][C:4]1[NH:3][C:2](=[O:19])[C:11]2[C:6](=[N:7][CH:8]=[CH:9][N:10]=2)[N:5]=1 |f:2.3|. Procedure details: Obtained using the procedure described in section d of Example 2, starting with 5.3 g (0.024 mole) of 4-amino-2-(methoxymethoxymethyl)pteridine in 250 ml of 5% aqueous sodium hydroxide. Heating time: 2 hours at 80° C. Yld: 2.2 g (41%), m.p. 161°-163° C. (ethanol). Starting materials: [Al+3], C1CCOC1, [H-], [H-], [H-], [H-], [Li+], [Na+], CCOC(=O)C1CCC2(CC1)OCCO2, [OH-]. The product is OCC1CCC2(CC1)OCCO2. Reaction SMILES: [Al+3:2].[CH2:24]1[O:25][CH2:26][CH2:27][CH2:28]1.[H-:1].[H-:4].[H-:5].[H-:6].[Li+:3].[Na+:23].[O:7]1[CH2:8][CH2:9][O:10][C:11]12[CH2:12][CH2:13][CH:14]([C:17](=[O:18])[O:19][CH2:20][CH3:21])[CH2:15][CH2:16]2.[OH-:22]>>[O:7]1[CH2:8][CH2:9][O:10][C:11]12[CH2:12][CH2:13][CH:14]([CH2:17][OH:18])[CH2:15][CH2:16]2. Reactants: C(C1=CC=CC=C1)Cl (benzyl chloride), [H-].[Na+] (sodium hydride), CC1=C(N=CN1)CC1CCC=2N(C3=CC=CC=C3C2)C1=O (8,9-dihydro-7-[(5-methyl-1H-imidazol-4-yl)methyl]pyrido[1,2-a]indol-6(7H)-one). Run in CN(C=O)C (N,N-dimethylformamide), CN(C=O)C (N,N-dimethylformamide), O (water). Reaction conditions: time 10 minute. The product is C(C1=CC=CC=C1)N1C=NC(=C1C)CC1CCC=2N(C3=CC=CC=C3C2)C1=O (7-[(1-benzyl-5-methyl-1H-imidazol-4-yl)methyl]-8,9-dihydropyrido[1,2-a]indol-6(7H)-one). The yield is 70.8%. RXN SMILES: [CH3:1][C:2]1[NH:6][CH:5]=[N:4][C:3]=1[CH2:7][CH:8]1[C:20](=[O:21])[N:12]2[C:13]3[C:18]([CH:19]=[C:11]2[CH2:10][CH2:9]1)=[CH:17][CH:16]=[CH:15][CH:14]=3.[H-].[Na+].[CH2:24](Cl)[C:25]1[CH:30]=[CH:29][CH:28]=[CH:27][CH:26]=1>CN(C)C=O.O>[CH2:24]([N:6]1[C:2]([CH3:1])=[C:3]([CH2:7][CH:8]2[C:20](=[O:21])[N:12]3[C:13]4[C:18]([CH:19]=[C:11]3[CH2:10][CH2:9]2)=[CH:17][CH:16]=[CH:15][CH:14]=4)[N:4]=[CH:5]1)[C:25]1[CH:30]=[CH:29][CH:28]=[CH:27][CH:26]=1 |f:1.2|. Procedure details: To a suspension of 8,9-dihydro-7-[(5-methyl-1H-imidazol-4-yl)methyl]pyrido[1,2-a]indol-6(7H)-one (500 mg) in N,N-dimethylformamide (5 ml) at room temperature was added sodium hydride (60% in mineral oil, 79 mg). After stirring at room temperature for 10 minutes and then at 5° C. for 5 minutes, the solution was treated with a solution of benzyl chloride (249 mg) in N,N-dimethylformamide (1 ml) at 5° C. The mixture was stirred at 5° C. for 10 minutes and then at room temperature for 2 hours. The r... Reactants: CC1=C2C(C(=O)OC(N2)=O)=CC(=C1)[N+](=O)[O-] (3-methyl-5-nitro isatoic anhydride), ClC=1C(=NC=CC1)N1N=C(C=C1C(=O)Cl)C(F)(F)F (1-(3-chloro-2-pyridinyl)-3-(trifluoromethyl)-1H-pyrazole-5-carbonyl chloride). Solvent: N1=CC=CC=C1 (pyridine). Reaction conditions: temperature 100 celsius. The product is ClC=1C(=NC=CC1)N1N=C(C=C1C1=NC2=C(C(O1)=O)C=C(C=C2C)[N+](=O)[O-])C(F)(F)F (2-[1-(3-Chloro-2-pyridinyl)-3-(trifluoromethyl)-1H-pyrazol-5-yl]-8-methyl-6-nitro-4H-3,1-benzoxazin-4-one). As a reaction SMILES: [CH3:1][C:2]1[CH:13]=[C:12]([N+:14]([O-:16])=[O:15])[CH:11]=[C:4]2[C:5]([O:7][C:8](=O)[NH:9][C:3]=12)=[O:6].[Cl:17][C:18]1[C:19]([N:24]2[C:28](C(Cl)=O)=[CH:27][C:26]([C:32]([F:35])([F:34])[F:33])=[N:25]2)=[N:20][CH:21]=[CH:22][CH:23]=1>N1C=CC=CC=1>[Cl:17][C:18]1[C:19]([N:24]2[C:28]([C:8]3[O:7][C:5](=[O:6])[C:4]4[CH:11]=[C:12]([N+:14]([O-:16])=[O:15])[CH:13]=[C:2]([CH3:1])[C:3]=4[N:9]=3)=[CH:27][C:26]([C:32]([F:35])([F:33])[F:34])=[N:25]2)=[N:20][CH:21]=[CH:22][CH:23]=1. Procedure details: A mixture of 505 mg (1.63 mmol) of the title material from Step A, 344 mg (1.55 mmoles) of 1-(3-chloro-2-pyridinyl)-3-(trifluoromethyl)-1H-pyrazole-5-carbonyl chloride (which can be prepared according to Example 7) and 2 mL of pyridine was heated at 100° C. for 3 hours. The resulting mixture was cooled to 25° C. and partitioned between ethyl acetate and dilute aqueous HCl. The organic layer was washed three times with dilute aqueous HCl, dried over anhydrous magnesium sulfate and concentrated to... Reactants: O=C(O)c1ccc(Br)c(F)c1, C1CCOC1, O. Product: OCc1ccc(Br)c(F)c1. Reaction SMILES: [Br:1][c:2]1[c:3]([F:11])[cH:4][c:5]([C:6](=[O:7])[OH:8])[cH:9][cH:10]1.[CH2:13]1[O:14][CH2:15][CH2:16][CH2:17]1.[OH2:12]>>[Br:1][c:2]1[c:3]([F:11])[cH:4][c:5]([CH2:6][OH:7])[cH:9][cH:10]1.